This data is from the Open Reaction Database (ORD), a public repository of structured organic reaction records. The task is: describe an organic reaction: reactants, conditions, products, and yield The reactants are [Na+], O=C=O, O, Oc1ccc2ccccc2c1, [O-]c1ccc2ccccc2c1. Product: O=C(O)c1cc2ccccc2cc1O. As a reaction SMILES: [Na+:12].[O:24]=[C:25]=[O:26].[OH2:27].[OH:13][c:14]1[cH:15][c:16]2[c:17]([cH:18][cH:19][cH:20][cH:21]2)[cH:22][cH:23]1.[cH:1]1[c:2]([O-:11])[cH:3][cH:4][c:5]2[cH:6][cH:7][cH:8][cH:9][c:10]12>>[cH:1]1[c:2]([OH:11])[c:3]([C:25](=[O:24])[OH:26])[cH:4][c:5]2[cH:6][cH:7][cH:8][cH:9][c:10]12.